The task is: describe an organic reaction: reactants, conditions, products, and yield. This data is from the Open Reaction Database (ORD), a public repository of structured organic reaction records. Starting materials: C1CCNCC1, CCO, COc1cc(C=O)cc(I)c1O, N#CCC#N. Product: COc1cc(C=C(C#N)C#N)cc(I)c1O. Reaction SMILES: [CH2:1]1[CH2:2][CH2:3][NH:4][CH2:5][CH2:6]1.[CH3:24][CH2:25][OH:26].[I:7][c:8]1[c:9]([OH:18])[c:10]([O:16][CH3:17])[cH:11][c:12]([CH:13]=[O:14])[cH:15]1.[N:19]#[C:20][CH2:21][C:22]#[N:23]>>[I:7][c:8]1[c:9]([OH:18])[c:10]([O:16][CH3:17])[cH:11][c:12]([CH:13]=[C:21]([C:20]#[N:19])[C:22]#[N:23])[cH:15]1. The reactants are CN1CCN(CC1)C1=CC=C(C=C1)NC1=NC(=C2C(=N1)NN=C2)C=2C=C(C=CC2)NC(C=C)=O (N-(3-(6-((4-(4-methylpiperazin-1-yl)phenyl)amino)-1H-pyrazolo[3,4-d]pyrimidin-4-yl)phenyl)acrylamide), C(C=C)(=O)Cl (acryloyl chloride), III, NC=1C=C(C=CC1)C1=C2C(=NC(=N1)NC1=CC=C(C=C1)N1CCN(CC1)C)N(N=C2)C2OCCCC2 (4-(3-aminophenyl)-N-(4-(4-methylpiperazin-1-yl)phenyl)-1-(tetrahydro-2H-pyran-2-yl)-1H-pyrazolo[3,4-d]pyrimidin-6-amine). Product: CN1CCN(CC1)C1=CC=C(C=C1)NC1=NC(=C2C(=N1)N(N=C2)C2OCCCC2)C=2C=C(C=CC2)NC(C=C)=O (N-(3-(6-((4-(4-methylpiperazin-1-yl)phenyl)amino)-1-(tetrahydro-2H-pyran-2-yl)-1H-pyrazolo[3,4-d]pyrimidin-4-yl)phenyl)acrylamide). Reaction SMILES: [CH3:1][N:2]1[CH2:7][CH2:6][N:5]([C:8]2[CH:13]=[CH:12][C:11]([NH:14][C:15]3[N:20]=[C:19]4[NH:21][N:22]=[CH:23][C:18]4=[C:17]([C:24]4[CH:25]=[C:26]([NH:30][C:31](=[O:34])[CH:32]=[CH2:33])[CH:27]=[CH:28][CH:29]=4)[N:16]=3)=[CH:10][CH:9]=2)[CH2:4][CH2:3]1.NC1C=C(C2N=C(NC3C=CC(N4CCN(C)CC4)=CC=3)N=C3N([CH:65]4[CH2:70][CH2:69][CH2:68][CH2:67][O:66]4)N=CC=23)C=CC=1.C(Cl)(=O)C=C>>[CH3:1][N:2]1[CH2:3][CH2:4][N:5]([C:8]2[CH:9]=[CH:10][C:11]([NH:14][C:15]3[N:20]=[C:19]4[N:21]([CH:65]5[CH2:70][CH2:69][CH2:68][CH2:67][O:66]5)[N:22]=[CH:23][C:18]4=[C:17]([C:24]4[CH:25]=[C:26]([NH:30][C:31](=[O:34])[CH:32]=[CH2:33])[CH:27]=[CH:28][CH:29]=4)[N:16]=3)=[CH:12][CH:13]=2)[CH2:6][CH2:7]1. Procedure details: As an example, N-(3-(6-((4-(4-methylpiperazin-1-yl)phenyl)amino)-1H-pyrazolo[3,4-d]pyrimidin-4-yl)phenyl)acrylamide be prepared according to Route III. Beginning with 4-(3-aminophenyl)-N-(4-(4-methylpiperazin-1-yl)phenyl)-1-(tetrahydro-2H-pyran-2-yl)-1H-pyrazolo[3,4-d]pyrimidin-6-amine, acylation with acryloyl chloride provides N-(3-(6-((4-(4-methylpiperazin-1-yl)phenyl)amino)-1-(tetrahydro-2H-pyran-2-yl)-1H-pyrazolo[3,4-d]pyrimidin-4-yl)phenyl)acrylamide. Deprotection under mild acidic conditio... RXN SMILES: [CH3:19][C:20](=[O:21])[O-:22].[CH3:26][C:27](=[O:28])[CH3:29].[CH3:5][O:6][c:7]1[cH:8][cH:9][c:10]2[cH:11][cH:12][c:13](=[O:17])[o:14][c:15]2[cH:16]1.[Cl-:23].[ClH:25].[N:1]([O-:2])=[O:3].[Na+:18].[Na+:4].[OH2:24]>>[cH:7]1[cH:8][cH:9][c:10]2[cH:11][cH:12][c:13](=[O:17])[o:14][c:15]2[cH:16]1. The reactants are CC(=O)[O-], CC(C)=O, COc1ccc2ccc(=O)oc2c1, [Cl-], Cl, O=N[O-], [Na+], [Na+], O. The product is O=c1ccc2ccccc2o1.